Task: describe an organic reaction: reactants, conditions, products, and yield. Dataset: the Open Reaction Database (ORD), a public repository of structured organic reaction records Reactants: O=C([O-])[O-], CC(=O)O, ClCCl, [Fe], O=[N+]([O-])c1ccccc1-c1nc2cc(CN3CCCC3)cnc2s1, [Na+], [Na+]. Yields the product Nc1ccccc1-c1nc2cc(CN3CCCC3)cnc2s1. RXN SMILES: [C:29](=[O:30])([O-:31])[O-:32].[CH3:25][C:26](=[O:27])[OH:28].[Cl:35][CH2:36][Cl:37].[Fe:38].[N+:1]([O-:2])(=[O:3])[c:4]1[c:5](-[c:10]2[s:11][c:12]3[n:13][cH:14][c:15]([CH2:19][N:20]4[CH2:21][CH2:22][CH2:23][CH2:24]4)[cH:16][c:17]3[n:18]2)[cH:6][cH:7][cH:8][cH:9]1.[Na+:33].[Na+:34]>>[NH2:1][c:4]1[c:5](-[c:10]2[s:11][c:12]3[n:13][cH:14][c:15]([CH2:19][N:20]4[CH2:21][CH2:22][CH2:23][CH2:24]4)[cH:16][c:17]3[n:18]2)[cH:6][cH:7][cH:8][cH:9]1. Starting materials: COC=1C=C2CCC3(NC(CN(C3=O)C)=O)CC2=CC1OC (3,4-dihydro-6,7-dimethoxy-4'-methylspiro[naphthalene-2(1H),2'-piperazine]-3',6'-dione), [OH-].[Na+] (sodium hydroxide), [H-].[Al+3].[Li+].[H-].[H-].[H-] (lithium aluminum hydride), [Cl-].[Al+3].[Cl-].[Cl-] (aluminum chloride). Run in CCOCC (ether), CCOCC (ether). Conditions: time 45 minute. Yields the product COC=1C=C2CCC3(NCCN(C3)C)CC2=CC1OC (3,4-Dihydro-6,7-dimethoxy-4'-methylspiro[naphthalene-2(1H),2'-piperazine]). Yield: 95.0%. Reaction SMILES: [H-].[Al+3].[Li+].[H-].[H-].[H-].[Cl-].[Al+3].[Cl-].[Cl-].[CH3:11][O:12][C:13]1[CH:14]=[C:15]2[C:28](=[CH:29][C:30]=1[O:31][CH3:32])[CH2:27][C:18]1([C:23](=O)[N:22]([CH3:25])[CH2:21][C:20](=O)[NH:19]1)[CH2:17][CH2:16]2.[OH-].[Na+]>CCOCC>[CH3:11][O:12][C:13]1[CH:14]=[C:15]2[C:28](=[CH:29][C:30]=1[O:31][CH3:32])[CH2:27][C:18]1([CH2:23][N:22]([CH3:25])[CH2:21][CH2:20][NH:19]1)[CH2:17][CH2:16]2 |f:0.1.2.3.4.5,6.7.8.9,11.12|. Reported procedure: To a suspension of lithium aluminum hydride (114 mg, 3 mmol) and aluminum chloride (400 mg, 3 mmol) in ether (4 ml) was added the suspension of 3,4-dihydro-6,7-dimethoxy-4'-methylspiro[naphthalene-2(1H),2'-piperazine]-3',6'-dione (50 mg, 0.16 mmol) in ether (2 ml). The reaction mixture was stirred at ambient temperature for 45 min and treated with 1N sodium hydroxide. The precipitate was filtered and washed with 1N sodium hydroxide and chloroform. The filtrate was washed with sat. sodium chlorid... The reactants are ClC1=CC=C(C=C1)C1(C(CN(CC1)CCC=C1C2=C(OCC3=C1C=CC=N3)C=CC(=C2)OC(C(=O)O)(C)C)(C)C)O (2-(5-{3-[4-(4-Chloro-phenyl)-4-hydroxy-3,3-dimethyl-piperidin-1-yl]-propylidene}-5,11-dihydro-10-oxa-1-aza-dibenzo[a,d]cyclohepten-7-yloxy)-2-methyl-propionic acid), Cl.CN(CCCN=C=NCC)C (1-(3-dimethylaminopropyl)-3-ethylcarbodiimide hydrochloride), ON1N=NC2=C1C=CC=C2 (1-hydroxybenzotriazole), [OH-].[NH4+] (ammonium hydroxide). Solvent: CN(C=O)C (dimethyl formamide), C(C)N(CC)CC (triethylamine), C(Cl)(Cl)Cl (chloroform). Run at time 48 hour. The product is ClC1=CC=C(C=C1)C1(C(CN(CC1)CCC=C1C2=C(OC=C3C1=CC=CN3)C=CC(=C2)OC(C(=O)N)(C)C)(C)C)O (2-(5-{3-[4-(4-Chloro-phenyl)-4-hydroxy-3,3-dimethyl-piperidin-1-yl]-propylidene}-5,1-dihydro-10-oxa-1-aza-dibenzo[a,d]cyclohepten-7-yloxy)-2-methyl-propionamide). The yield is 30.5%. Reaction SMILES: [Cl:1][C:2]1[CH:7]=[CH:6][C:5]([C:8]2([OH:41])[CH2:13][CH2:12][N:11]([CH2:14][CH2:15][CH:16]=[C:17]3[C:23]4[CH:24]=[CH:25][CH:26]=[N:27][C:22]=4[CH2:21][O:20][C:19]4[CH:28]=[CH:29][C:30]([O:32][C:33]([CH3:38])([CH3:37])[C:34]([OH:36])=O)=[CH:31][C:18]3=4)[CH2:10][C:9]2([CH3:40])[CH3:39])=[CH:4][CH:3]=1.Cl.C[N:44](C)CCCN=C=NCC.ON1C2C=CC=CC=2N=N1.[OH-].[NH4+]>CN(C)C=O.C(Cl)(Cl)Cl.C(N(CC)CC)C>[Cl:1][C:2]1[CH:7]=[CH:6][C:5]([C:8]2([OH:41])[CH2:13][CH2:12][N:11]([CH2:14][CH2:15][CH:16]=[C:17]3[C:23]4=[CH:24][CH:25]=[CH:26][NH:27][C:22]4=[CH:21][O:20][C:19]4[CH:28]=[CH:29][C:30]([O:32][C:33]([CH3:37])([CH3:38])[C:34]([NH2:44])=[O:36])=[CH:31][C:18]3=4)[CH2:10][C:9]2([CH3:40])[CH3:39])=[CH:4][CH:3]=1 |f:1.2,4.5|. Procedure: To a solution of 2-(5-{3-[4-(4-Chloro-phenyl)-4-hydroxy-3,3-dimethyl-piperidin-1-yl]-propylidene}-5,11-dihydro-10-oxa-1-aza-dibenzo[a,d]cyclohepten-7-yloxy)-2-methyl-propionic acid (72 mg, 0.125 mmol) in dimethyl formamide (3 mL) was added 1-(3-dimethylaminopropyl)-3-ethylcarbodiimide hydrochloride (48 mg, 0.25 mmol), 1-hydroxybenzotriazole (34 mg, 0.25 mmol), and ammonium hydroxide (170 μL, 0.50 mmol) and triethylamine (100 μL). Stir at rt 48 h. The mixture was poured into chloroform and washed... The reactants are [Br-], Br, Cc1ccc(C(C)(C)C)cc1O, CO, [Na+], [Na], N#CSC#N. Yields the product Cc1cc(SC#N)c(C(C)(C)C)cc1O. As a reaction SMILES: [Br-:20].[Br:21].[C:1]([CH3:2])([CH3:3])([CH3:4])[c:5]1[cH:6][cH:7][c:8]([CH3:12])[c:9]([OH:11])[cH:10]1.[CH3:22][OH:23].[Na+:19].[Na:18].[S:13]([C:14]#[N:15])[C:16]#[N:17]>>[C:1]([CH3:2])([CH3:3])([CH3:4])[c:5]1[c:6]([S:13][C:14]#[N:15])[cH:7][c:8]([CH3:12])[c:9]([OH:11])[cH:10]1. Starting materials: CC(=O)O, CO, CCCCCCC=O, O=Cc1ccc(Cl)cc1Cl, [Na+], [OH-]. Product: CCCCCC(C=O)=Cc1ccc(Cl)cc1Cl. Reaction SMILES: [CH3:21][C:22](=[O:23])[OH:24].[CH3:25][OH:26].[CH:1]([CH2:2][CH2:3][CH2:4][CH2:5][CH2:6][CH3:7])=[O:8].[Cl:9][c:10]1[c:11]([CH:12]=[O:13])[cH:14][cH:15][c:16]([Cl:18])[cH:17]1.[Na+:20].[OH-:19]>>[CH:1]([C:2]([CH2:3][CH2:4][CH2:5][CH2:6][CH3:7])=[CH:12][c:11]1[c:10]([Cl:9])[cH:17][c:16]([Cl:18])[cH:15][cH:14]1)=[O:8]. Reactants: solution, C(C)(C)OC(C)C (isopropyl ether), Cl (hydrogen chloride), COC1=CC=C(C=C1)C1=NN=C(N1C1=CC=C(C=C1)OC)CC (3,4-bis-(4-methoxyphenyl)-5-ethyl-4H-1,2,4-triazole). Solvent: C(C)O (ethanol), C(C)O (ethanol). Yields the product Cl.COC1=CC=C(C=C1)C1=NN=C(N1C1=CC=C(C=C1)OC)CC (3,4-bis-(4-methoxyphenyl)-5-ethyl-4H-1,2,4-triazole hydrochloride). As a reaction SMILES: [ClH:1].[CH3:2][O:3][C:4]1[CH:9]=[CH:8][C:7]([C:10]2[N:14]([C:15]3[CH:20]=[CH:19][C:18]([O:21][CH3:22])=[CH:17][CH:16]=3)[C:13]([CH2:23][CH3:24])=[N:12][N:11]=2)=[CH:6][CH:5]=1.C(OC(C)C)(C)C>C(O)C>[ClH:1].[CH3:2][O:3][C:4]1[CH:5]=[CH:6][C:7]([C:10]2[N:14]([C:15]3[CH:20]=[CH:19][C:18]([O:21][CH3:22])=[CH:17][CH:16]=3)[C:13]([CH2:23][CH3:24])=[N:12][N:11]=2)=[CH:8][CH:9]=1 |f:4.5|. Reported procedure: 2.9 ml of a solution of 5.9N hydrogen chloride in ethanol were aded to a solution of 5 g of the product of Example 1 in 5 ml of ethanol and the mixture was stirred while adding isopropyl ether thereto. The mixture was stirred for 24 hours and was filtered. The product was empasted with isopropyl ether, filtered and dried under pressure to obtain 4.4 g of 3,4-bis-(4-methoxyphenyl)-5-ethyl-4H-1,2,4-triazole hydrochloride. Reactants: [OH-].[Na+] (Sodium hydroxide), Cl (hydrogen chloride), ClC1=C(C=C(C=C1F)[C@@H]1N(CC[C@H](C1)C(CC(=O)OCC)=O)C(=O)OC)F (Trans-methyl 2-(4-chloro-3,5-difluorophenyl)-4-(3-ethoxy-3-oxopropanoyl)piperidine-1-carboxylate), NO (Hydroxylamine). Solvent: O (water), O (Water), C(Cl)Cl (DCM), CO (MeOH). Conditions: temperature -40 celsius, time 15 minute. Product: ClC1=C(C=C(C=C1F)[C@@H]1N(CC[C@H](C1)C1=CC(NO1)=O)C(=O)OC)F (trans-methyl 2-(4-chloro-3,5-difluorophenyl)-4-(3-oxo-2,3-dihydro-isoxazol-5-yl)piperidine-1-carboxylate). Isolated yield 96.3%. RXN SMILES: [Cl:1][C:2]1[C:7]([F:8])=[CH:6][C:5]([C@H:9]2[CH2:14][C@H:13]([C:15](=[O:22])[CH2:16][C:17](OCC)=[O:18])[CH2:12][CH2:11][N:10]2[C:23]([O:25][CH3:26])=[O:24])=[CH:4][C:3]=1[F:27].[OH-].[Na+].[NH2:30]O.Cl>CO.O.C(Cl)Cl>[Cl:1][C:2]1[C:7]([F:8])=[CH:6][C:5]([C@H:9]2[CH2:14][C@H:13]([C:15]3[O:22][NH:30][C:17](=[O:18])[CH:16]=3)[CH2:12][CH2:11][N:10]2[C:23]([O:25][CH3:26])=[O:24])=[CH:4][C:3]=1[F:27] |f:1.2|. Procedure: Trans-methyl 2-(4-chloro-3,5-difluorophenyl)-4-(3-ethoxy-3-oxopropanoyl)piperidine-1-carboxylate (178 mg, 0.44 mmol) (from example 65, step 1) was dissolved in MeOH (2 mL) and cooled to −40° C. under nitrogen. Sodium hydroxide (18.51 mg, 0.46 mmol) dissolved in water (0.200 mL) was added and the mixture was stirred at −40° C. for 15 min. Hydroxylamine (50% by weight in water, 0.028 mL, 0.46 mmol) was added. The resulting solution was stirred at −40° C. for 1 h. The mixture was transferred into a...